From a dataset of the Open Reaction Database (ORD), a public repository of structured organic reaction records. describe an organic reaction: reactants, conditions, products, and yield Reactants: NC1=NC=C(C=C1S(=O)(=O)N1C[C@@H](CC1)NC(OC(C)(C)C)=O)Br ((R)-tert-butyl 1-(2-amino-5-bromopyridin-3-ylsulfonyl)pyrrolidin-3-ylcarbamate), CC1(CC=2C(=NC=NC2C(=C1)C)N1CCOC2=C(C1)C=C(C=C2)B(O)O)C ([4-(6,6,8-trimethyl-5,6-dihydroquinazolin-4-yl)-2,3,4,5-tetrahydro-1,4-benzoxazepin-7-yl]boronic acid). Product: N[C@H]1CN(CC1)S(=O)(=O)C=1C(=NC=C(C1)C=1C=CC2=C(CN(CCO2)C2=NC=NC=3C(=CC(CC23)(C)C)C)C1)N (3-{[(3R)-3-aminopyrrolidin-1-yl]sulfonyl}-5-[4-(6,6,8-trimethyl-5,6-dihydroquinazolin-4-yl)-2,3,4,5-tetrahydro-1,4-benzoxazepin-7-yl]pyridin-2-amine). RXN SMILES: [NH2:1][C:2]1[C:7]([S:8]([N:11]2[CH2:15][CH2:14][C@@H:13]([NH:16]C(=O)OC(C)(C)C)[CH2:12]2)(=[O:10])=[O:9])=[CH:6][C:5](Br)=[CH:4][N:3]=1.[CH3:25][C:26]1([CH3:51])[CH:35]=[C:34]([CH3:36])[C:33]2[N:32]=[CH:31][N:30]=[C:29]([N:37]3[CH2:43][C:42]4[CH:44]=[C:45](B(O)O)[CH:46]=[CH:47][C:41]=4[O:40][CH2:39][CH2:38]3)[C:28]=2[CH2:27]1>>[NH2:16][C@@H:13]1[CH2:14][CH2:15][N:11]([S:8]([C:7]2[C:2]([NH2:1])=[N:3][CH:4]=[C:5]([C:45]3[CH:46]=[CH:47][C:41]4[O:40][CH2:39][CH2:38][N:37]([C:29]5[C:28]6[CH2:27][C:26]([CH3:25])([CH3:51])[CH:35]=[C:34]([CH3:36])[C:33]=6[N:32]=[CH:31][N:30]=5)[CH2:43][C:42]=4[CH:44]=3)[CH:6]=2)(=[O:9])=[O:10])[CH2:12]1. Procedure: Synthesized according to the method of example 5 using (R)-tert-butyl 1-(2-amino-5-bromopyridin-3-ylsulfonyl)pyrrolidin-3-ylcarbamate (reagent preparation 25) and [4-(6,6,8-trimethyl-5,6-dihydroquinazolin-4-yl)-2,3,4,5-tetrahydro-1,4-benzoxazepin-7-yl]boronic acid (reagent preparation 23) in step 1 and BOC group deprotection. 1H NMR (400 MHz, d6-DMSO): 8.54 (s, 1H), 8.48 (br s, 1H), 8.01 (d, 1H), 8.58 (d, 1H), 7.47 (dd, 1H), 7.02 (d, 1H), 6.76 (br s, 2H), 5.99 (d, 1H), 4.60 (s, 2H), 4.32 (m, 2H)... Reactants: Cc1cccc2[nH]cc(C3OC(COCc4ccccc4)C(OCc4ccccc4)C(OCc4ccccc4)C3OCc3ccccc3)c12, CCc1ccc(CBr)cc1, CN(C)C=O, Cl, [H-], [Na+]. Product: CCc1ccc(Cn2cc(C3OC(COCc4ccccc4)C(OCc4ccccc4)C(OCc4ccccc4)C3OCc3ccccc3)c3c(C)cccc32)cc1. As a reaction SMILES: [CH2:1]([c:2]1[cH:3][cH:4][cH:5][cH:6][cH:7]1)[O:8][CH:9]1[CH:10]([c:40]2[cH:41][nH:42][c:43]3[cH:44][cH:45][cH:46][c:47]([CH3:49])[c:48]23)[O:11][CH:12]([CH2:31][O:32][CH2:33][c:34]2[cH:35][cH:36][cH:37][cH:38][cH:39]2)[CH:13]([O:23][CH2:24][c:25]2[cH:26][cH:27][cH:28][cH:29][cH:30]2)[CH:14]1[O:15][CH2:16][c:17]1[cH:18][cH:19][cH:20][cH:21][cH:22]1.[CH2:52]([CH3:53])[c:54]1[cH:55][cH:56][c:57]([CH2:58][Br:59])[cH:60][cH:61]1.[CH3:63][N:64]([CH3:65])[CH:66]=[O:67].[ClH:62].[H-:50].[Na+:51]>>[CH2:1]([c:2]1[cH:3][cH:4][cH:5][cH:6][cH:7]1)[O:8][CH:9]1[CH:10]([c:40]2[cH:41][n:42]([CH2:58][c:57]3[cH:56][cH:55][c:54]([CH2:52][CH3:53])[cH:61][cH:60]3)[c:43]3[cH:44][cH:45][cH:46][c:47]([CH3:49])[c:48]23)[O:11][CH:12]([CH2:31][O:32][CH2:33][c:34]2[cH:35][cH:36][cH:37][cH:38][cH:39]2)[CH:13]([O:23][CH2:24][c:25]2[cH:26][cH:27][cH:28][cH:29][cH:30]2)[CH:14]1[O:15][CH2:16][c:17]1[cH:18][cH:19][cH:20][cH:21][cH:22]1.